From a dataset of the Open Reaction Database (ORD), a public repository of structured organic reaction records. describe an organic reaction: reactants, conditions, products, and yield The reactants are C(C1=CC=CC=C1)OC=1C=CC(=C(C(=O)N)C1)NCCN1CCN(CC1)C1=CC=CC=C1 (5-Benzyloxy-2-(2-[4-phenyl-1-piperazinyl]ethylamino)benzamide). Reagents/catalysts: [Pd] (Pd-C). The solvent is C(C)O (ethanol). Product: C(C)OC=1C=CC(=C(C(=O)N)C1)NCCN1CCN(CC1)C1=CC=CC=C1 (5-Ethoxy-2-(2-[4-phenyl-1-piperazinyl]ethylamino)benzamide). The yield is 45.4%. RXN SMILES: [CH2:1]([O:8][C:9]1[CH:10]=[CH:11][C:12]([NH:18][CH2:19][CH2:20][N:21]2[CH2:26][CH2:25][N:24]([C:27]3[CH:32]=[CH:31][CH:30]=[CH:29][CH:28]=3)[CH2:23][CH2:22]2)=[C:13]([CH:17]=1)[C:14]([NH2:16])=[O:15])[C:2]1C=CC=CC=1>C(O)C.[Pd]>[CH2:1]([O:8][C:9]1[CH:10]=[CH:11][C:12]([NH:18][CH2:19][CH2:20][N:21]2[CH2:22][CH2:23][N:24]([C:27]3[CH:32]=[CH:31][CH:30]=[CH:29][CH:28]=3)[CH2:25][CH2:26]2)=[C:13]([CH:17]=1)[C:14]([NH2:16])=[O:15])[CH3:2]. Procedure: 5-Benzyloxy-2-(2-[4-phenyl-1-piperazinyl]ethylamino)benzamide (1.8 g) in 35 ml ethanol was hydrogenated using 1 g 5% Pd-C catalyst. The mixture was heated to boiling and filtered. The filtrate was cooled and the solid filtered and washed to give 0.7 g product, m.142-3. Reactants: isocrotonic acid ester, mixture, C1(=CC=CC=C1)C.C(C)(=O)OCC (toluene ethyl acetate), C1(=CC=C(C=C1)S(=O)(=O)O)C (p-toluenesulphonic acid), O (water), [N+](=O)([O-])C1=CC=C(COC(\C(=C(\C)/N(C)C2CCCCC2)\N2C(C(C2SS(=O)(=O)C2=CC=C(C=C2)C)NC(COC2=CC=CC=C2)=O)=O)=O)C=C1 (2-[4-(p-toluenesulphonylthio)-3-phenoxyacetamido-2-oxoazetidin-1-yl]-3-(N-methylcyclohexylamino)-crotonic acid p-nitrobenzyl ester). Solvent: C(C)#N (acetonitrile), C1=CC=CC=C1 (benzene). Run at time 2 hour. The product is [N+](=O)([O-])C1=CC=C(COC(=O)C2=C(CS[C@H]3N2C([C@H]3NC(COC3=CC=CC=C3)=O)=O)O)C=C1 (7β-phenoxyacetamido-3-hydroxy-3-cephem-4-carboxylic acid p-nitrobenzyl ester). RXN SMILES: [N+:1]([C:4]1[CH:51]=[CH:50][C:7]([CH2:8][O:9][C:10](=[O:49])/[C:11](/[N:22]2[CH:25]([S:26]S(C3C=CC(C)=CC=3)(=O)=O)[CH:24]([NH:37][C:38](=[O:47])[CH2:39][O:40][C:41]3[CH:46]=[CH:45][CH:44]=[CH:43][CH:42]=3)[C:23]2=[O:48])=[C:12](\N(C2CCCCC2)C)/[CH3:13])=[CH:6][CH:5]=1)([O-:3])=[O:2].C1(C)C=CC=CC=1.C(OCC)(=[O:61])C.C1(C)C=CC(S(O)(=O)=O)=CC=1.O>C(#N)C.C1C=CC=CC=1>[N+:1]([C:4]1[CH:5]=[CH:6][C:7]([CH2:8][O:9][C:10]([C:11]2[N:22]3[C:23](=[O:48])[C@@H:24]([NH:37][C:38](=[O:47])[CH2:39][O:40][C:41]4[CH:42]=[CH:43][CH:44]=[CH:45][CH:46]=4)[C@H:25]3[S:26][CH2:13][C:12]=2[OH:61])=[O:49])=[CH:50][CH:51]=1)([O-:3])=[O:2] |f:1.2|. Reported procedure: A solution of 148 mg (0.2 mmol) of a mixture consisting of 2-[4-(p-toluenesulphonylthio)-3-phenoxyacetamido-2-oxoazetidin-1-yl]-3-(N-methylcyclohexylamino)-crotonic acid p-nitrobenzyl ester and the corresponding isocrotonic acid ester, in 3 ml of dry acetonitrile, is heated under nitrogen for about 4 hours at 80° C. until no further starting material can be detected by thin layer chromatography (silica gel: toluene/ethyl acetate, 1:1). The heating bath is removed, 38 mg (0.2 mmol) of p-toluenesu... The reactants are CCOC(=O)c1cc(-c2ccc(Cl)cc2)on1, [NH4+], [OH-]. The product is NC(=O)c1cc(-c2ccc(Cl)cc2)on1. Reaction SMILES: [CH2:1]([O:3][C:4](=[O:2])[c:6]1[n:7][o:8][c:9](-[c:11]2[cH:12][cH:13][c:14]([Cl:17])[cH:15][cH:16]2)[cH:10]1)[CH3:5].[NH4+:18].[OH-:19]>>[O:3]=[C:4]([c:6]1[n:7][o:8][c:9](-[c:11]2[cH:12][cH:13][c:14]([Cl:17])[cH:15][cH:16]2)[cH:10]1)[NH2:18]. The reactants are [Li]C(C)(C)C, CCOC(=O)C(=O)OCC, C1CCOC1, CCCCC, [Cl-], Cc1cc(NC(=O)OC(C)(C)C)ccc1Cl, [NH4+]. Yields the product CCOC(=O)C(=O)c1cc(Cl)c(C)cc1NC(=O)OC(C)(C)C. RXN SMILES: [C:17]([Li:18])([CH3:19])([CH3:20])[CH3:21].[C:22]([C:23](=[O:24])[O:25][CH2:26][CH3:27])(=[O:28])[O:29][CH2:30][CH3:31].[CH2:39]1[O:40][CH2:41][CH2:42][CH2:43]1.[CH3:34][CH2:35][CH2:36][CH2:37][CH3:38].[Cl-:32].[Cl:1][c:2]1[c:3]([CH3:16])[cH:4][c:5]([NH:8][C:9]([O:10][C:11]([CH3:12])([CH3:13])[CH3:14])=[O:15])[cH:6][cH:7]1.[NH4+:33]>>[Cl:1][c:2]1[c:3]([CH3:16])[cH:4][c:5]([NH:8][C:9]([O:10][C:11]([CH3:12])([CH3:13])[CH3:14])=[O:15])[c:6]([C:22]([C:23](=[O:24])[O:25][CH2:26][CH3:27])=[O:28])[cH:7]1. Starting materials: OC1CN(CCC1)NC(=O)OC(C)(C)C (tert-butyl(+/−)-3-hydroxypiperidinecarbamate), Cl (hydrochloric acid), [OH-].[Na+] (sodium hydroxide), C(C1=CC=CC=C1)Br (benzyl bromide). Reagents/catalysts: S(=O)(=O)(O)[O-].C(CCC)[N+](CCCC)(CCCC)CCCC (tetra-n-butylammonium hydrogen sulphate). Run in C1(=CC=CC=C1)C (toluene), O (water). The product is C(C1=CC=CC=C1)OC1CN(CCC1)NC(=O)OC(C)(C)C (tert-Butyl(+/−)-3-(benzyloxy)piperidinecarbamate). Yield: 71.0%. RXN SMILES: [OH:1][CH:2]1[CH2:7][CH2:6][CH2:5][N:4]([NH:8][C:9]([O:11][C:12]([CH3:15])([CH3:14])[CH3:13])=[O:10])[CH2:3]1.[OH-].[Na+].[CH2:18](Br)[C:19]1[CH:24]=[CH:23][CH:22]=[CH:21][CH:20]=1.Cl>C1(C)C=CC=CC=1.S([O-])(O)(=O)=O.C([N+](CCCC)(CCCC)CCCC)CCC.O>[CH2:18]([O:1][CH:2]1[CH2:7][CH2:6][CH2:5][N:4]([NH:8][C:9]([O:11][C:12]([CH3:15])([CH3:14])[CH3:13])=[O:10])[CH2:3]1)[C:19]1[CH:24]=[CH:23][CH:22]=[CH:21][CH:20]=1 |f:1.2,6.7|. Procedure details: Dissolve 15 g (74.5 mmol) of tert-butyl(+/−)-3-hydroxypiperidinecarbamate while heating in 86.5 ml of toluene and successively add 11.9 ml of 50% sodium hydroxide solution (447 mmol), 2.53 g (7.5 mmol) of tetra-n-butylammonium hydrogen sulphate and 11.5 ml (96.9 mmol) of benzyl bromide. Stir the biphasic reaction mixture vigorously at 70° C. for 4 h. After cooling, add water and neutralize with conc. hydrochloric acid. Remove the organic phase, dry it over sodium sulphate and concentrate it unde... Starting materials: Cc1cc2c(OCC3CO3)cccc2[nH]1, CCO, ClC(Cl)Cl, C1=CCC2CNC(C1)CN2c1ccc2c(c1)OCCO2. Product: Cc1cc2c(OCC(O)CN3CC4CC=CCC3CN4c3ccc4c(c3)OCCO4)cccc2[nH]1. RXN SMILES: [CH3:1][c:2]1[nH:3][c:4]2[cH:5][cH:6][cH:7][c:8]([O:11][CH2:12][CH:13]3[O:14][CH2:15]3)[c:9]2[cH:10]1.[CH3:40][CH2:41][OH:42].[CH:36]([Cl:37])([Cl:38])[Cl:39].[O:16]1[CH2:17][CH2:18][O:19][c:20]2[c:21]1[cH:22][cH:23][c:24]([N:26]1[CH:27]3[CH2:28][CH:29]=[CH:30][CH2:31][CH:32]([CH2:33]1)[NH:34][CH2:35]3)[cH:25]2>>[CH3:1][c:2]1[nH:3][c:4]2[cH:5][cH:6][cH:7][c:8]([O:11][CH2:12][CH:13]([OH:14])[CH2:15][N:34]3[CH:32]4[CH2:31][CH:30]=[CH:29][CH2:28][CH:27]([N:26]([c:24]5[cH:23][cH:22][c:21]6[c:20]([cH:25]5)[O:19][CH2:18][CH2:17][O:16]6)[CH2:33]4)[CH2:35]3)[c:9]2[cH:10]1. Reactants: C(CCC)[Li] (n-Butyl lithium), BrC1=CC=C(C=C1)Cl (1-bromo-4-chlorobenzene), C1CCOC1 (THF), C(=O)(OC(C)(C)C)N1C(CCCC1)=O (1-Boc-piperidone), C1CCOC1 (THF). Run at time 30 minute. The product is ClC1=CC=C(C=C1)C1(CCN(CC1)C(=O)OC(C)(C)C)O (tert-butyl 4-(4-chlorophenyl)-4-hydroxypiperidine-1-carboxylate). Isolated yield 74.0%. As a reaction SMILES: C([Li])CCC.Br[C:7]1[CH:12]=[CH:11][C:10]([Cl:13])=[CH:9][CH:8]=1.[C:14]([N:21]1[CH2:26][CH2:25][CH2:24][CH2:23][C:22]1=O)([O:16][C:17]([CH3:20])([CH3:19])[CH3:18])=[O:15].C1C[O:31]CC1>>[Cl:13][C:10]1[CH:11]=[CH:12][C:7]([C:24]2([OH:31])[CH2:25][CH2:26][N:21]([C:14]([O:16][C:17]([CH3:20])([CH3:19])[CH3:18])=[O:15])[CH2:22][CH2:23]2)=[CH:8][CH:9]=1. Reported procedure: n-Butyl lithium (16 mL, 2.5M solution in hexanes, 39.9 mmol) was added to a solution of 1-bromo-4-chlorobenzene (8.62 g, 45.0 mmol) in anhydrous THF (100 mL) at −78° C. under nitrogen. After 30 minutes at −78° C., 1-Boc-piperidone (6.62 g, 33.2 mmol) was added dropwise as a solution in anhydrous THF (5 mL). After 30 minutes at −78° C., the reaction was quenched with a saturated NH4Cl solution (100 mL), extracted with EtOAc (2×100 mL). The combined organics were dried (Na2SO4), filtered and conce... Starting materials: C(C)(C)(C)OC(NC1=C(C=C(C(=C1)C1CC1)C(F)(F)F)NC(CC(=O)C1=CC(=CC=C1)C1=CC(=NC=C1)C)=O)=O ((5-cyclopropyl-2-{3-[3-(2-methyl-pyridin-4-yl)-phenyl]-3-oxo-propionylamino}-4-trifluoromethyl-phenyl)-carbamic acid tert-butyl ester), C(=O)(C(F)(F)F)O (TFA). The solvent is C(Cl)Cl (CH2Cl2). Product: C1(CC1)C1=CC2=C(NC(CC(=N2)C2=CC(=CC=C2)C2=CC(=NC=C2)C)=O)C=C1C(F)(F)F (7-Cyclopropyl-4-[3-(2-methyl-pyridin-4-yl)-phenyl]-8-trifluoromethyl-1,3-dihydro-benzo[b][1,4]diazepin-2-one), solid. Isolated yield 33.0%. As a reaction SMILES: C(OC(=O)[NH:7][C:8]1[CH:13]=[C:12]([CH:14]2[CH2:16][CH2:15]2)[C:11]([C:17]([F:20])([F:19])[F:18])=[CH:10][C:9]=1[NH:21][C:22](=[O:39])[CH2:23][C:24]([C:26]1[CH:31]=[CH:30][CH:29]=[C:28]([C:32]2[CH:37]=[CH:36][N:35]=[C:34]([CH3:38])[CH:33]=2)[CH:27]=1)=O)(C)(C)C.C(O)(C(F)(F)F)=O>C(Cl)Cl>[CH:14]1([C:12]2[C:11]([C:17]([F:20])([F:19])[F:18])=[CH:10][C:9]3[NH:21][C:22](=[O:39])[CH2:23][C:24]([C:26]4[CH:31]=[CH:30][CH:29]=[C:28]([C:32]5[CH:37]=[CH:36][N:35]=[C:34]([CH3:38])[CH:33]=5)[CH:27]=4)=[N:7][C:8]=3[CH:13]=2)[CH2:16][CH2:15]1. Procedure: The title compound was prepared from (5-cyclopropyl-2-{3-[3-(2-methyl-pyridin-4-yl)-phenyl]-3-oxo-propionylamino}-4-trifluoromethyl-phenyl)-carbamic acid tert-butyl ester (Example M270) (349 mg, 0.63 mmol) by treatment with TFA in CH2Cl2 according to the general procedure N. Obtained as a light yellow solid (91 mg, 33%).